Dataset: the Open Reaction Database (ORD), a public repository of structured organic reaction records. Task: describe an organic reaction: reactants, conditions, products, and yield Reactants: C(C1=CC=CC=C1)OCCS(=O)(=O)O (2-(benzyloxy)ethanesulfonic acid), S(=O)(Cl)Cl (thionyl chloride). Solvent: CN(C=O)C (N,N-dimethylformamide). Run at time 10 minute. The product is C(C1=CC=CC=C1)OCCS(=O)(=O)Cl (2-(benzyloxy)ethanesulfonyl chloride). RXN SMILES: [CH2:1]([O:8][CH2:9][CH2:10][S:11]([OH:14])(=O)=[O:12])[C:2]1[CH:7]=[CH:6][CH:5]=[CH:4][CH:3]=1.S(Cl)([Cl:17])=O>CN(C)C=O>[CH2:1]([O:8][CH2:9][CH2:10][S:11]([Cl:17])(=[O:14])=[O:12])[C:2]1[CH:7]=[CH:6][CH:5]=[CH:4][CH:3]=1. Procedure details: To a 2-(benzyloxy)ethanesulfonic acid (4.0 g) was added thionyl chloride (13.5 ml) dropwise at ambient temperature for 15 minutes and the mixture was stirred at the same temperature for 10 minutes. To the mixture was added dropwise N,N-dimethylformamide (0.072 ml) at ambient temperature. The mixture was stirred at the same temperature for 20 minutes and refluxed for 1 hour. After cooling down to room temperature, the mixture was evaporated under reduced pressure to give 2-(benzyloxy)ethanesulfon... Reactants: BrC1=CC=C(C=C1)C1=C(C(=NO1)C)NC(CCC1=CC=CC=C1)=O (N-[5-(4-Bromo-phenyl)-3-methyl-isoxazol-4-yl]-3-phenyl-propionamide), COCCOC (DME), C(=O)(O)C=1C=C(C=CC1)B(O)O (3-carboxyphenylboronic acid), C([O-])([O-])=O.[K+].[K+] (potassium carbonate). Reagents/catalysts: C=1C=CC(=CC1)[P](C=2C=CC=CC2)(C=3C=CC=CC3)[Pd]([P](C=4C=CC=CC4)(C=5C=CC=CC5)C=6C=CC=CC6)([P](C=7C=CC=CC7)(C=8C=CC=CC8)C=9C=CC=CC9)[P](C=1C=CC=CC1)(C=1C=CC=CC1)C=1C=CC=CC1 (tetrakis(triphenylphosphine)palladium(0)). Solvent: O (H2O). Run at temperature 88 celsius, time 1 hour. The product is CC1=NOC(=C1NC(CCC1=CC=CC=C1)=O)C1=CC=C(C=C1)C1=CC(=CC=C1)C(=O)O (4′-[3-Methyl-4-(3-phenyl-propionylamino)-isoxazol-5-yl]-biphenyl-3-carboxylic acid). Reaction SMILES: Br[C:2]1[CH:7]=[CH:6][C:5]([C:8]2[O:12][N:11]=[C:10]([CH3:13])[C:9]=2[NH:14][C:15](=[O:24])[CH2:16][CH2:17][C:18]2[CH:23]=[CH:22][CH:21]=[CH:20][CH:19]=2)=[CH:4][CH:3]=1.[C:25]([C:28]1[CH:29]=[C:30](B(O)O)[CH:31]=[CH:32][CH:33]=1)([OH:27])=[O:26].C(=O)([O-])[O-].[K+].[K+].COCCOC>C1C=CC([P]([Pd]([P](C2C=CC=CC=2)(C2C=CC=CC=2)C2C=CC=CC=2)([P](C2C=CC=CC=2)(C2C=CC=CC=2)C2C=CC=CC=2)[P](C2C=CC=CC=2)(C2C=CC=CC=2)C2C=CC=CC=2)(C2C=CC=CC=2)C2C=CC=CC=2)=CC=1.O>[CH3:13][C:10]1[C:9]([NH:14][C:15](=[O:24])[CH2:16][CH2:17][C:18]2[CH:23]=[CH:22][CH:21]=[CH:20][CH:19]=2)=[C:8]([C:5]2[CH:6]=[CH:7][C:2]([C:32]3[CH:31]=[CH:30][CH:29]=[C:28]([C:25]([OH:27])=[O:26])[CH:33]=3)=[CH:3][CH:4]=2)[O:12][N:11]=1 |f:2.3.4,^1:52,54,73,92|. Procedure: N-[5-(4-Bromo-phenyl)-3-methyl-isoxazol-4-yl]-3-phenyl-propionamide (0.100 g, 0.26 mmol), 3-carboxyphenylboronic acid (0.052 g, 0.31 mmol), tetrakis(triphenylphosphine)palladium(0) (0.030 g, 0.03 mmol), and potassium carbonate (0.072 g, 0.52 mmol) were combined in 2:1 DME:H2O. The mixture was purged with N2 and stirred at 88° C. in a sealed container for 1 hour. After aqueous workup the crude material was purified by preparative HPLC to give the title compound. Reactants: ClC=1C(=C2C(=NC1)NC(=C2)C2=CC=C(C=C2)OCC2OCCC2)C2=CN=C(S2)C2(CCC2)OCOC (5-(5-chloro-2-(4-((tetrahydrofuran-2-yl)methoxy)phenyl)-1H-pyrrolo[2,3-b]pyridin-4-yl)-2-(1-(methoxymethoxy)cyclobutyl)thiazole), ClC=1C(=C2C(=NC1)NC(=C2)C2=NOC(=N2)C2CN(CCC2)C(=O)OC(C)(C)C)C2=CN=C(S2)C2(CCC2)OCOC (tert-butyl 3-(3-(5-chloro-4-(2-(1-(methoxymethoxy)cyclobutyl)thiazol-5-yl)-1H-pyrrolo[2,3-b]pyridin-2-yl)-1,2,4-oxadiazol-5-yl)piperidine-1-carboxylate). The product is ClC=1C(=C2C(=NC1)NC(=C2)C2=CC=C(C=C2)OCC2OCCC2)C2=CN=C(S2)C2(CCC2)O (1-(5-(5-chloro-2-(4-((tetrahydro furan-2-yl)methoxy)phenyl)-1H-pyrrolo[2,3-b]pyridin-4-yl)thiazol-2-yl)cyclobutanol). As a reaction SMILES: [Cl:1][C:2]1[C:3]([C:24]2[S:28][C:27]([C:29]3([O:33]COC)[CH2:32][CH2:31][CH2:30]3)=[N:26][CH:25]=2)=[C:4]2[CH:10]=[C:9]([C:11]3[CH:16]=[CH:15][C:14]([O:17][CH2:18][CH:19]4[CH2:23][CH2:22][CH2:21][O:20]4)=[CH:13][CH:12]=3)[NH:8][C:5]2=[N:6][CH:7]=1.ClC1C(C2SC(C3(OCOC)CCC3)=NC=2)=C2C=C(C3N=C(C4CCCN(C(OC(C)(C)C)=O)C4)ON=3)NC2=NC=1>>[Cl:1][C:2]1[C:3]([C:24]2[S:28][C:27]([C:29]3([OH:33])[CH2:32][CH2:31][CH2:30]3)=[N:26][CH:25]=2)=[C:4]2[CH:10]=[C:9]([C:11]3[CH:16]=[CH:15][C:14]([O:17][CH2:18][CH:19]4[CH2:23][CH2:22][CH2:21][O:20]4)=[CH:13][CH:12]=3)[NH:8][C:5]2=[N:6][CH:7]=1. Reported procedure: The title compound was prepared as described in Example 22E, substituting 5-(5-chloro-2-(4-((tetrahydrofuran-2-yl)methoxy)phenyl)-1H-pyrrolo[2,3-b]pyridin-4-yl)-2-(1-(methoxymethoxy)cyclobutyl)thiazole (Example 70B) for 1 tert-butyl 3-(3-(5-chloro-4-(2-(1-(methoxymethoxy)cyclobutyl)thiazol-5-yl)-1H-pyrrolo[2,3-b]pyridin-2-yl)-1,2,4-oxadiazol-5-yl)piperidine-1-carboxylate (Example 22D). 1H NMR (500 MHz, DMSO-d6) ppm 12.45 (s, 1H) 8.29 (s, 1H) 8.25 (s, 1H) 7.94 (d, 2H) 7.04 (d, 2H) 6.94 (d, 1H) 6.... Reactants: C(C)(C)NC(C)C (diisopropylamine), C(CCC)[Li] (n-Butyllithium), ice, C(CCC)[SnH](CCCC)CCCC (Tri-n-butyltin hydride), BrC=1C=CC(=NC1)CC (5-bromo-2-ethylpyridine). Run in O1CCCC1 (tetrahydrofuran), O1CCCC1 (tetrahydrofuran). Conditions: temperature -78 celsius. Yields the product C(C)C1=NC=C(C=C1)[Sn](CCCC)(CCCC)CCCC (2-Ethyl-5-(tri-n-butylstannyl)pyridine). As a reaction SMILES: C([Li])CCC.C(NC(C)C)(C)C.[CH2:13]([SnH:17]([CH2:22][CH2:23][CH2:24][CH3:25])[CH2:18][CH2:19][CH2:20][CH3:21])[CH2:14][CH2:15][CH3:16].Br[C:27]1[CH:28]=[CH:29][C:30]([CH2:33][CH3:34])=[N:31][CH:32]=1>O1CCCC1>[CH2:33]([C:30]1[CH:29]=[CH:28][C:27]([Sn:17]([CH2:18][CH2:19][CH2:20][CH3:21])([CH2:22][CH2:23][CH2:24][CH3:25])[CH2:13][CH2:14][CH2:15][CH3:16])=[CH:32][N:31]=1)[CH3:34]. Reported procedure: n-Butyllithium (2 ml, 1.6M in hexanes, 3.22 mmol) was added dropwise to an ice-cooled solution of diisopropylamine (0.45 ml, 3.22 mmol) in tetrahydrofuran (6 ml) under a nitrogen atmosphere, and the solution stirred for an hour. Tri-n-butyltin hydride (0.79 ml, 2.96 mmol) was added and the solution stirred for a further 2 hours, and then cooled to −78° C. A solution of 5-bromo-2-ethylpyridine (WO 97/01552) (500 mg, 2.69 mmol) in tetrahydrofuran (4 ml) was then added dropwise, and once addition w... Starting materials: CC[SiH](CC)CC, O=C(O)C(F)(F)F, [Na+], O=C([O-])O, Cc1c(Br)sc(F)c1C1(O)CCN(C(=O)OCc2ccccc2)CC1. Yields the product Cc1c(Br)sc(F)c1C1CCN(C(=O)OCc2ccccc2)CC1. As a reaction SMILES: [CH2:38]([SiH:39]([CH2:40][CH3:41])[CH2:42][CH3:43])[CH3:44].[F:26][C:27]([F:28])([F:29])[C:30]([OH:31])=[O:32].[Na+:37].[O-:33][C:34]([OH:35])=[O:36].[OH:1][C:2]1([c:18]2[c:19]([F:25])[s:20][c:21]([Br:24])[c:22]2[CH3:23])[CH2:3][CH2:4][N:5]([C:8](=[O:9])[O:10][CH2:11][c:12]2[cH:13][cH:14][cH:15][cH:16][cH:17]2)[CH2:6][CH2:7]1>>[CH:2]1([c:18]2[c:19]([F:25])[s:20][c:21]([Br:24])[c:22]2[CH3:23])[CH2:3][CH2:4][N:5]([C:8](=[O:9])[O:10][CH2:11][c:12]2[cH:13][cH:14][cH:15][cH:16][cH:17]2)[CH2:6][CH2:7]1. Starting materials: Cl, Cl, Nc1ccnc(Cl)n1, NCCNc1nc(N)nc2c1CCCc1ccccc1-2. Product: Nc1ccnc(NCCNc2nc(N)nc3c2CCCc2ccccc2-3)n1. RXN SMILES: [ClH:1].[ClH:2].[NH2:23][c:24]1[cH:25][cH:26][n:27][c:28]([Cl:30])[n:29]1.[NH2:3][CH2:4][CH2:5][NH:6][c:7]1[c:8]2[c:9]([n:10][c:11]([NH2:13])[n:12]1)-[c:14]1[c:15]([cH:19][cH:20][cH:21][cH:22]1)[CH2:16][CH2:17][CH2:18]2>>[NH:3]([CH2:4][CH2:5][NH:6][c:7]1[c:8]2[c:9]([n:10][c:11]([NH2:13])[n:12]1)-[c:14]1[c:15]([cH:19][cH:20][cH:21][cH:22]1)[CH2:16][CH2:17][CH2:18]2)[c:28]1[n:27][cH:26][cH:25][c:24]([NH2:23])[n:29]1. The reactants are COc1cc(C)nc2ccc(NC(C)=O)cc12, CCCCO, NCc1ccccc1, Cl, O. Product: CC(=O)Nc1ccc2nc(C)cc(NCc3ccccc3)c2c1, Cl. As a reaction SMILES: [C:10]([CH3:11])(=[O:12])[NH:13][c:14]1[cH:15][c:16]2[c:17]([O:25][CH3:26])[cH:18][c:19]([CH3:24])[n:20][c:21]2[cH:22][cH:23]1.[CH2:28]([OH:29])[CH2:30][CH2:31][CH3:32].[CH2:2]([c:3]1[cH:4][cH:5][cH:6][cH:7][cH:8]1)[NH2:9].[ClH:1].[OH2:27]>>[CH2:2]([c:3]1[cH:4][cH:5][cH:6][cH:7][cH:8]1)[NH:9][c:17]1[c:16]2[cH:15][c:14]([NH:13][C:10]([CH3:11])=[O:12])[cH:23][cH:22][c:21]2[n:20][c:19]([CH3:24])[cH:18]1.[ClH:1]. Reactants: COc1ccc(CN2CCC(F)(F)CC(N(Cc3ccc(OC)nc3)S(=O)(=O)CCC(F)(F)F)C2=O)c(OC)c1, ClCCl, O=S(=O)(O)C(F)(F)F, O=C(O)C(F)(F)F. Product: COc1ccc(CN(C2CC(F)(F)CCNC2=O)S(=O)(=O)CCC(F)(F)F)cn1. RXN SMILES: [CH3:16][O:17][c:18]1[cH:19][c:20]([O:50][CH3:51])[cH:52][cH:53][c:54]1[CH2:55][N:21]1[C:22](=[O:49])[CH:23]([N:30]([S:31](=[O:32])(=[O:33])[CH2:34][CH2:35][C:36]([F:37])([F:38])[F:39])[CH2:40][c:41]2[cH:42][n:43][c:44]([O:47][CH3:48])[cH:45][cH:46]2)[CH2:24][C:25]([F:28])([F:29])[CH2:26][CH2:27]1.[Cl:56][CH2:57][Cl:58].[F:1][C:2]([F:3])([F:4])[S:5]([OH:6])(=[O:7])=[O:8].[F:9][C:10]([F:11])([F:12])[C:13]([OH:14])=[O:15]>>[NH:21]1[C:22](=[O:49])[CH:23]([N:30]([S:31](=[O:32])(=[O:33])[CH2:34][CH2:35][C:36]([F:37])([F:38])[F:39])[CH2:40][c:41]2[cH:42][n:43][c:44]([O:47][CH3:48])[cH:45][cH:46]2)[CH2:24][C:25]([F:28])([F:29])[CH2:26][CH2:27]1. Starting materials: COc1cc(F)c(N2CC(C)NC(C)C2)cc1NC(C)=O, CCO, Cl. Product: COc1cc(F)c(N2CC(C)NC(C)C2)cc1N. As a reaction SMILES: [CH3:1][CH:2]1[CH2:3][N:4]([c:9]2[c:10]([F:21])[cH:11][c:12]([O:19][CH3:20])[c:13]([NH:15][C:16](=[O:17])[CH3:18])[cH:14]2)[CH2:5][CH:6]([CH3:8])[NH:7]1.[CH3:23][CH2:24][OH:25].[ClH:22]>>[CH3:1][CH:2]1[CH2:3][N:4]([c:9]2[c:10]([F:21])[cH:11][c:12]([O:19][CH3:20])[c:13]([NH2:15])[cH:14]2)[CH2:5][CH:6]([CH3:8])[NH:7]1. Starting materials: [Cl-].[NH4+] (ammonium chloride), N1C=C(C2=CC=CC=C12)CC(C(=O)OCC)OC(C)C (Ethyl 3-(1H-indol-3-yl)-2-isopropoxypropionate), C(C#C)Br (propargyl bromide), [H-].[Na+] (sodium hydride). Run in O (water), CN(C=O)C (N,N-dimethylformamide). Run at time 30 minute. Yields the product C(C)(C)OC(C(=O)OCC)CC1=CN(C2=CC=CC=C12)CC#C (Ethyl 2-isopropoxy-3-(1-prop-2-ynyl-1H-indol-3-yl)propionate). RXN SMILES: [NH:1]1[C:9]2[C:4](=[CH:5][CH:6]=[CH:7][CH:8]=2)[C:3]([CH2:10][CH:11]([O:17][CH:18]([CH3:20])[CH3:19])[C:12]([O:14][CH2:15][CH3:16])=[O:13])=[CH:2]1.[H-].[Na+].[CH2:23](Br)[C:24]#[CH:25].[Cl-].[NH4+]>CN(C)C=O.O>[CH:18]([O:17][CH:11]([CH2:10][C:3]1[C:4]2[C:9](=[CH:8][CH:7]=[CH:6][CH:5]=2)[N:1]([CH2:25][C:24]#[CH:23])[CH:2]=1)[C:12]([O:14][CH2:15][CH3:16])=[O:13])([CH3:19])[CH3:20] |f:1.2,4.5|. Reported procedure: 0.23 g of Ethyl 3-(1H-indol-3-yl)-2-isopropoxypropionate was dissolved in 5 ml of N,N-dimethylformamide, and 34 mg of 60% sodium hydride was added under ice-cooling. The reaction solution was stirred for 30 minutes under ice-cooling, then 0.09 ml of propargyl bromide was added, and stirring was continued at room temperature for 16 hours. The reaction solution was cooled with ice, treated with water and ammonium chloride solution, and extracted with ethyl acetate. The organic layer was washed wit...